From a dataset of the Open Reaction Database (ORD), a public repository of structured organic reaction records. describe an organic reaction: reactants, conditions, products, and yield Reactants: O=C(O)c1ccc(C(F)(F)F)c(OCC2CC2)n1, NC(=O)C(N)CC1CC1. Yields the product NC(=O)C(CC1CC1)NC(=O)c1ccc(C(F)(F)F)c(OCC2CC2)n1. As a reaction SMILES: [CH:1]1([CH2:4][O:5][c:6]2[c:7]([C:15]([F:16])([F:17])[F:18])[cH:8][cH:9][c:10]([C:12](=[O:13])[OH:14])[n:11]2)[CH2:2][CH2:3]1.[NH2:19][CH:20]([C:21](=[O:22])[NH2:23])[CH2:24][CH:25]1[CH2:26][CH2:27]1>>[CH:1]1([CH2:4][O:5][c:6]2[c:7]([C:15]([F:16])([F:17])[F:18])[cH:8][cH:9][c:10]([C:12](=[O:14])[NH:19][CH:20]([C:21](=[O:22])[NH2:23])[CH2:24][CH:25]3[CH2:26][CH2:27]3)[n:11]2)[CH2:2][CH2:3]1. The reactants are COC=1C=C(C=C(C1C(C)C)OC)C=C(C)C1=CC=CC=C1 (1-(3,5-Dimethoxy-4-i-propylphenyl)-2-phenylpropene), B(Br)(Br)Br (BBr3). The product is CC(=CC=1C=C(C(=C(C1)O)C(C)C)O)C1=CC=CC=C1 (5-(2-Methyl-2-phenylethenyl)-2-i-propyl-1,3-benzenediol). Yield: 63.0%. Reaction SMILES: C[O:2][C:3]1[CH:4]=[C:5]([CH:14]=[C:15]([C:17]2[CH:22]=[CH:21][CH:20]=[CH:19][CH:18]=2)[CH3:16])[CH:6]=[C:7]([O:12]C)[C:8]=1[CH:9]([CH3:11])[CH3:10].B(Br)(Br)Br>>[CH3:16][C:15]([C:17]1[CH:18]=[CH:19][CH:20]=[CH:21][CH:22]=1)=[CH:14][C:5]1[CH:6]=[C:7]([OH:12])[C:8]([CH:9]([CH3:11])[CH3:10])=[C:3]([OH:2])[CH:4]=1. Procedure: This compound was made from 1-(3,5-dimethoxy-4-i-propylphenyl)-2-phenylpropene (11) and BBr3 in 63% yield by the same procedure as described in example 1(c). 1HNMR (CDCl3, ppm): δ 1.42 (d, J=7.0 Hz, 6H), 2.32 (d, J=1.4 Hz, 3H), 3.49 (hept., J=7.0 Hz, 1H), 4.71 (s, 2H), 6.39 (s, 2H), 6.67 (m, 1H), 7.58-7.33 (m, 5H). Starting materials: CCO, O=C1NN(C(=O)Nc2ccc([N+](=O)[O-])cc2)C(c2ccccc2)C1c1ccccc1. Product: Nc1ccc(NC(=O)N2NC(=O)C(c3ccccc3)C2c2ccccc2)cc1. RXN SMILES: [CH3:31][CH2:32][OH:33].[N+:1]([O-:2])(=[O:3])[c:4]1[cH:5][cH:6][c:7]([NH:10][C:11](=[O:12])[N:13]2[NH:14][C:15](=[O:30])[CH:16]([c:24]3[cH:25][cH:26][cH:27][cH:28][cH:29]3)[CH:17]2[c:18]2[cH:19][cH:20][cH:21][cH:22][cH:23]2)[cH:8][cH:9]1>>[NH2:1][c:4]1[cH:5][cH:6][c:7]([NH:10][C:11](=[O:12])[N:13]2[NH:14][C:15](=[O:30])[CH:16]([c:24]3[cH:25][cH:26][cH:27][cH:28][cH:29]3)[CH:17]2[c:18]2[cH:19][cH:20][cH:21][cH:22][cH:23]2)[cH:8][cH:9]1. The reactants are Cl, NC1CCc2c(cccc2OCC(=O)O)C1, [Na+], [OH-], O=S(=O)(Cl)c1ccccc1. Yields the product O=C(O)COc1cccc2c1CCC(NS(=O)(=O)c1ccccc1)C2. Reaction SMILES: [ClH:29].[NH2:1][CH:2]1[CH2:3][c:4]2[cH:5][cH:6][cH:7][c:8]([O:12][CH2:13][C:14](=[O:15])[OH:16])[c:9]2[CH2:10][CH2:11]1.[Na+:28].[OH-:27].[c:17]1([S:23](=[O:24])(=[O:25])[Cl:26])[cH:18][cH:19][cH:20][cH:21][cH:22]1>>[NH:1]([CH:2]1[CH2:3][c:4]2[cH:5][cH:6][cH:7][c:8]([O:12][CH2:13][C:14](=[O:15])[OH:16])[c:9]2[CH2:10][CH2:11]1)[S:23]([c:17]1[cH:18][cH:19][cH:20][cH:21][cH:22]1)(=[O:24])=[O:25].